describe an organic reaction: reactants, conditions, products, and yield From a dataset of the Open Reaction Database (ORD), a public repository of structured organic reaction records. Yield: 20.0%. The reactants are COC1=C(C(=O)NCCC2=CC=C(C=C2)C2=CC=C(C=C2)O)C(=CC=C1)OC (4-[2-(2,6-dimethoxy-benzamido)-ethyl]-4'-hydroxy-biphenyl), BrC(C(=O)OCC)(C)C (ethyl 2-bromo-2-methyl-propionate). Procedure details: Ethyl 2-methyl-2-{4-[2-(2,6-dimethoxy-benzamido)-ethyl]-biphenyl-4'-oxy]-propionate was prepared from 4-[2-(2,6-dimethoxy-benzamido)-ethyl]-4'-hydroxy-biphenyl and ethyl 2-bromo-2-methyl-propionate analogous to Example 31. Yield: 20% of theory; m.p. < 20° C. Reaction SMILES: [CH3:1][O:2][C:3]1[CH:26]=[CH:25][CH:24]=[C:23]([O:27][CH3:28])[C:4]=1[C:5]([NH:7][CH2:8][CH2:9][C:10]1[CH:15]=[CH:14][C:13]([C:16]2[CH:21]=[CH:20][C:19]([OH:22])=[CH:18][CH:17]=2)=[CH:12][CH:11]=1)=[O:6].Br[C:30]([CH3:37])([CH3:36])[C:31]([O:33][CH2:34][CH3:35])=[O:32]>>[CH3:36][C:30]([O:22][C:19]1[CH:20]=[CH:21][C:16]([C:13]2[CH:12]=[CH:11][C:10]([CH2:9][CH2:8][NH:7][C:5](=[O:6])[C:4]3[C:23]([O:27][CH3:28])=[CH:24][CH:25]=[CH:26][C:3]=3[O:2][CH3:1])=[CH:15][CH:14]=2)=[CH:17][CH:18]=1)([CH3:37])[C:31]([O:33][CH2:34][CH3:35])=[O:32]. Product: CC(C(=O)OCC)(C)OC1=CC=C(C=C1)C1=CC=C(C=C1)CCNC(C1=C(C=CC=C1OC)OC)=O (Ethyl 2-methyl-2-{4-[2-(2,6-dimethoxy-benzamido)-ethyl]-biphenyl-4'-oxy]-propionate). The reactants are CNC(C1=C(C=CC=C1)C)=O (N-methyl-2-methylbenzamide), COCCCC1=CC=C(C#N)C=C1 (4-(3-methoxypropyl)benzonitrile). Product: COCCCC1=CC=C(C=C1)C=1NC(C2=CC=CC=C2C1)=O (3-[4-(3-methoxypropyl)phenyl]isoquinolin-1-one). Isolated yield 26.9%. Reaction SMILES: [CH3:1][NH:2][C:3](=[O:11])[C:4]1[CH:9]=[CH:8][CH:7]=[CH:6][C:5]=1[CH3:10].[CH3:12][O:13][CH2:14][CH2:15][CH2:16][C:17]1[CH:24]=[CH:23][C:20](C#N)=[CH:19][CH:18]=1>>[CH3:12][O:13][CH2:14][CH2:15][CH2:16][C:17]1[CH:24]=[CH:23][C:20]([C:1]2[NH:2][C:3](=[O:11])[C:4]3[C:5]([CH:10]=2)=[CH:6][CH:7]=[CH:8][CH:9]=3)=[CH:19][CH:18]=1. Reported procedure: According to the method of Example 10-1, N-methyl-2-methylbenzamide (3.75 g) and 4-(3-methoxypropyl)benzonitrile (4.40 g) were reacted, to give 3-[4-(3-methoxypropyl)phenyl]isoquinolin-1-one (1.98 g). Reactants: C(C)C1=NN(C2=CC=CC(=C12)NC(=O)C1=CN=C2N1C=CC(=C2)C2=CN=C1N2CCNC1)CC1=NC(=CC=C1)C (N-(3-ethyl-1-((6-methylpyridin-2-yl)methyl)-1H-indazol-4-yl)-7-(5,6,7,8-tetrahydroimidazo[1,2-a]pyrazin-3-yl)imidazo[1,2-a]pyridine-3-carboxamide), [BH-](OC(=O)C)(OC(=O)C)OC(=O)C.[Na+] (NaBH(OAc)3), C=O (HCHO), aqueous solution. Solvent: CO (MeOH). Run at time 30 minute. Product: C(C)C1=NN(C2=CC=CC(=C12)NC(=O)C1=CN=C2N1C=CC(=C2)C2=CN=C1N2CCN(C1)C)CC1=NC(=CC=C1)C (N-(3-ethyl-1-((6-methylpyridin-2-yl)methyl)-1H-indazol-4-yl)-7-(7-methyl-5,6,7,8-tetrahydroimidazo[1,2-a]pyrazin-3-yl)imidazo[1,2-a]pyridine-3-carboxamide). The yield is 62.4%. RXN SMILES: [CH2:1]([C:3]1[C:11]2[C:6](=[CH:7][CH:8]=[CH:9][C:10]=2[NH:12][C:13]([C:15]2[N:19]3[CH:20]=[CH:21][C:22]([C:24]4[N:28]5[CH2:29][CH2:30][NH:31][CH2:32][C:27]5=[N:26][CH:25]=4)=[CH:23][C:18]3=[N:17][CH:16]=2)=[O:14])[N:5]([CH2:33][C:34]2[CH:39]=[CH:38][CH:37]=[C:36]([CH3:40])[N:35]=2)[N:4]=1)[CH3:2].[BH-](OC(C)=O)(OC(C)=O)O[C:43](C)=O.[Na+].C=O>CO>[CH2:1]([C:3]1[C:11]2[C:6](=[CH:7][CH:8]=[CH:9][C:10]=2[NH:12][C:13]([C:15]2[N:19]3[CH:20]=[CH:21][C:22]([C:24]4[N:28]5[CH2:29][CH2:30][N:31]([CH3:43])[CH2:32][C:27]5=[N:26][CH:25]=4)=[CH:23][C:18]3=[N:17][CH:16]=2)=[O:14])[N:5]([CH2:33][C:34]2[CH:39]=[CH:38][CH:37]=[C:36]([CH3:40])[N:35]=2)[N:4]=1)[CH3:2] |f:1.2|. Reported procedure: To N-(3-ethyl-1-((6-methylpyridin-2-yl)methyl)-1H-indazol-4-yl)-7-(5,6,7,8-tetrahydroimidazo[1,2-a]pyrazin-3-yl)imidazo[1,2-a]pyridine-3-carboxamide (5 mg, 0.0094 mmol; prepared as in Example 59) in MeOH (4 mL) was added NaBH(OAc)3 (8.0 mg, 0.038 mmol), and HCHO (as a 35% aqueous solution) (15 mg, 0.19 mmol). The reaction mixture was stirred for 30 minutes then concentrated under reduced pressure. The residue was purified by silica gel chromatography (DCM/MeOH/NH4OH 10:1:0.1) to provide the fina... Reactants: Cl (HCl), OC1=CC(=CC=2OC3=C(C=CC=C3C(C12)=O)OC)OCC1SC1 (1-hydroxy-5-methoxy-3-(thiiran-2-ylmethoxy)-9H-xanthen-9-one). The solvent is C(C)(=O)OCC (ethyl acetate). Conditions: time 3 hour. Yields the product ClCC(COC=1C=C(C=2C(C3=CC=CC(=C3OC2C1)OC)=O)O)S (3-(3-chloro-2-mercaptopropoxy)-1-hydroxy-5-methoxy-9H-xanthen-9-one). Yield: 90.1%. Reaction SMILES: [ClH:1].[OH:2][C:3]1[C:16]2[C:15](=[O:17])[C:14]3[C:9](=[C:10]([O:18][CH3:19])[CH:11]=[CH:12][CH:13]=3)[O:8][C:7]=2[CH:6]=[C:5]([O:20][CH2:21][CH:22]2[CH2:24][S:23]2)[CH:4]=1>C(OCC)(=O)C>[Cl:1][CH2:24][CH:22]([SH:23])[CH2:21][O:20][C:5]1[CH:4]=[C:3]([OH:2])[C:16]2[C:15](=[O:17])[C:14]3[C:9]([O:8][C:7]=2[CH:6]=1)=[C:10]([O:18][CH3:19])[CH:11]=[CH:12][CH:13]=3. Procedure: Aqueous ethyl acetate 1M-HCl (3 mL) was added to 1-hydroxy-5-methoxy-3-(thiiran-2-ylmethoxy)-9H-xanthen-9-one (30 mg, 0.09 mmol) prepared in Example 3, followed by stirring at room temperature for 3 hours, and the reaction solvent was removed under reduced pressure. Ether was added to the residue, followed by sonication, and the solvent was removed to give the title compound (30 mg, 90.1%) as a light brown solid. The reactants are ClC1=CC=C(C=C1)CNC(=O)C=1C=NC2=C(C=CC(=C2C1O)C(F)(F)F)Cl (N-((4-Chlorophenyl)methyl)-8-chloro-4-hydroxy-5-trifluromethyl-3-quinoline-carboxamide), NaOAc·3H2O. The reagents and catalysts are [Pd] (palladium on carbon). Solvent: C(C)(=O)O (acetic acid). Run at temperature 190 celsius. The product is ClC1=CC=C(C=C1)CNC(=O)C=1C=NC2=CC=CC(=C2C1O)C(F)(F)F (N-((4-Chlorophenyl)methyl)-4-hydroxy-5-trifluoromethyl-3-quinolinecarboxamide). Isolated yield 3.4%. As a reaction SMILES: [Cl:1][C:2]1[CH:7]=[CH:6][C:5]([CH2:8][NH:9][C:10]([C:12]2[CH:13]=[N:14][C:15]3[C:20]([C:21]=2[OH:22])=[C:19]([C:23]([F:26])([F:25])[F:24])[CH:18]=[CH:17][C:16]=3Cl)=[O:11])=[CH:4][CH:3]=1>C(O)(=O)C.[Pd]>[Cl:1][C:2]1[CH:7]=[CH:6][C:5]([CH2:8][NH:9][C:10]([C:12]2[CH:13]=[N:14][C:15]3[C:20]([C:21]=2[OH:22])=[C:19]([C:23]([F:26])([F:24])[F:25])[CH:18]=[CH:17][CH:16]=3)=[O:11])=[CH:4][CH:3]=1. Reported procedure: N-((4-Chlorophenyl)methyl)-8-chloro-4-hydroxy-5-trifluromethyl-3-quinoline-carboxamide (2.00 g) from Example No. 59 is dissolved in glacial acetic acid (100 mL) along with NaOAc·3H2O (937 mg) and 5% palladium on carbon (666 mg). The mixture is placed under hydrogen pressure (25 psi) in a Parr hydrogenator for 3 h. The reaction mixture is filtered through a plug of celite, concentrated, suspended in water (30 mL), and filtered. The resulting solid (500 mg) and 4-chlorobenzylamine (2.13 mL) are th... The reactants are OC1=CC=CC=2OC(=CC21)C=2SC(=NN2)C (2-(4-hydroxybenzo(b)furan-2-yl)-5-methyl-1,3,4-thiadiazole), S(=O)(=O)(OC[C@@H]1CO1)C1=CC=C([N+](=O)[O-])C=C1 ((S)-glycidyl nosylate), C([O-])([O-])=O.[K+].[K+] (potassium carbonate). Product: C([C@@H]1CO1)OC1=CC=CC=2OC(=CC21)C=2SC(=NN2)C ((S)-2-(4-glycidyloxybenzo(b)furan-2-yl)-5-methyl-1,3,4-thiadiazole). The yield is 74.9%. RXN SMILES: [OH:1][C:2]1[C:10]2[CH:9]=[C:8]([C:11]3[S:12][C:13]([CH3:16])=[N:14][N:15]=3)[O:7][C:6]=2[CH:5]=[CH:4][CH:3]=1.S(C1C=CC([N+]([O-])=O)=CC=1)(O[CH2:21][C@H:22]1[O:24][CH2:23]1)(=O)=O.C(=O)([O-])[O-].[K+].[K+]>>[CH2:21]([O:1][C:2]1[C:10]2[CH:9]=[C:8]([C:11]3[S:12][C:13]([CH3:16])=[N:14][N:15]=3)[O:7][C:6]=2[CH:5]=[CH:4][CH:3]=1)[C@H:22]1[O:24][CH2:23]1 |f:2.3.4|. Procedure details: By the reactions in the same manner as in Starting Material Synthesis Example 1 using 2-(4-hydroxybenzo(b)furan-2-yl)-5-methyl-1,3,4-thiadiazole (1.1 g), (S)-glycidyl nosylate (1.2 g) and potassium carbonate (3.0 g), the title compound (1.0 g) was obtained as yellow crystals. Reaction SMILES: [CH3:1][O:2][C:3]([C:4]([CH3:5])([c:6]1[cH:7][c:8]([O:12][CH2:13][c:14]2[n:15][c:16](-[c:20]3[cH:21][cH:22][cH:23][cH:24][cH:25]3)[o:17][c:18]2[CH3:19])[cH:9][cH:10][cH:11]1)[CH3:26])=[O:27].[CH3:30][OH:31].[Na+:29].[OH-:28].[OH2:32]>>[O:2]=[C:3]([C:4]([CH3:5])([c:6]1[cH:7][c:8]([O:12][CH2:13][c:14]2[n:15][c:16](-[c:20]3[cH:21][cH:22][cH:23][cH:24][cH:25]3)[o:17][c:18]2[CH3:19])[cH:9][cH:10][cH:11]1)[CH3:26])[OH:27]. Yields the product Cc1oc(-c2ccccc2)nc1COc1cccc(C(C)(C)C(=O)O)c1. Starting materials: COC(=O)C(C)(C)c1cccc(OCc2nc(-c3ccccc3)oc2C)c1, CO, [Na+], [OH-], O. As a reaction SMILES: [CH2:23]1[O:24][CH2:25][CH2:26][CH2:27]1.[Na+:21].[OH-:20].[OH2:22].[OH:1][CH2:2][c:3]1[n:4][c:5]([CH3:8])[nH:6][cH:7]1.[c:9]1([CH3:19])[cH:10][cH:11][c:12]([S:15](=[O:16])(=[O:17])[Cl:18])[cH:13][cH:14]1>>[OH:1][CH2:2][c:3]1[n:4][c:5]([CH3:8])[n:6]([S:15]([c:12]2[cH:11][cH:10][c:9]([CH3:19])[cH:14][cH:13]2)(=[O:16])=[O:17])[cH:7]1. Yields the product Cc1ccc(S(=O)(=O)n2cc(CO)nc2C)cc1. Starting materials: C1CCOC1, [Na+], [OH-], O, Cc1nc(CO)c[nH]1, Cc1ccc(S(=O)(=O)Cl)cc1. The reactants are [Br-], C[Mg+], CCOCC, COc1cc2c(cc1C)C(C)(C)CCC2=O, C1CCOC1, O. Yields the product COc1cc2c(cc1C)C(C)(C)CC=C2C. Reaction SMILES: [Br-:18].[CH3:19][Mg+:20].[CH3:21][CH2:22][O:23][CH2:24][CH3:25].[CH3:2][O:3][c:4]1[c:5]([CH3:17])[cH:6][c:7]2[c:12]([cH:13]1)[C:11](=[O:14])[CH2:10][CH2:9][C:8]2([CH3:15])[CH3:16].[O:26]1[CH2:27][CH2:28][CH2:29][CH2:30]1.[OH2:1]>>[CH3:2][O:3][c:4]1[c:5]([CH3:17])[cH:6][c:7]2[c:12]([cH:13]1)[C:11]([CH3:21])=[CH:10][CH2:9][C:8]2([CH3:15])[CH3:16]. Reactants: [B-](F)(F)(F)F.CN(C)C(=[N+](C)C)ON1C2=CC=CC=C2N=N1 (o-(benzotriazol-1-yl)-N,N,N′,N′-tetramethyluronium tetrafluoroborate), N1=CC=CC=C1 (pyridine), Cl.CC(C)(O)C1CNCCC1 (3-(1-methyl-1-hydroxyethyl)piperidine hydrochloride), FC(C1=CC=C(C=C1)C1=C(C=NO1)C(=O)O)(F)F (5-[4-(Trifluoromethyl)phenyl]isoxazole-4-carboxylic acid). Solvent: C(C)#N (acetonitrile). Run at temperature 60 celsius, time 30 minute. The product is FC(C1=CC=C(C=C1)C1=C(C=NO1)C(=O)N1CC(CCC1)C(C)(C)O)(F)F (2-[1-({5-[4-(Trifluoromethyl)phenyl]isoxazol-4-yl}carbonyl)piperidin-3-yl]propan-2-ol). Yield: 50.1%. RXN SMILES: [F:1][C:2]([F:18])([F:17])[C:3]1[CH:8]=[CH:7][C:6]([C:9]2[O:13][N:12]=[CH:11][C:10]=2[C:14]([OH:16])=O)=[CH:5][CH:4]=1.[B-](F)(F)(F)F.CN(C(ON1N=NC2C1=CC=CC=2)=[N+](C)C)C.N1C=CC=CC=1.Cl.[CH3:48][C:49]([CH:52]1[CH2:57][CH2:56][CH2:55][NH:54][CH2:53]1)([OH:51])[CH3:50]>C(#N)C>[F:17][C:2]([F:1])([F:18])[C:3]1[CH:4]=[CH:5][C:6]([C:9]2[O:13][N:12]=[CH:11][C:10]=2[C:14]([N:54]2[CH2:55][CH2:56][CH2:57][CH:52]([C:49]([OH:51])([CH3:50])[CH3:48])[CH2:53]2)=[O:16])=[CH:7][CH:8]=1 |f:1.2,4.5|. Reported procedure: 5-[4-(Trifluoromethyl)phenyl]isoxazole-4-carboxylic acid (30 mg, 0.12 mmol) was dissolved in acetonitrile (1.5 mL) followed by the addition of o-(benzotriazol-1-yl)-N,N,N′,N′-tetramethyluronium tetrafluoroborate (TBTU) (52 mg, 0.16 mmol), pyridine (60 μL, 0.72 mmol) and 3-(1-methyl-1-hydroxyethyl)piperidine hydrochloride (25 mg, 0.14 mmol), and stirred at 60° C. for 30 min. The residue was purified on reversed phase HPLC to yield the title compound (23 mg). HRMS (ESI, pos. ion) m/z calcd for C19...